From a dataset of the Open Reaction Database (ORD), a public repository of structured organic reaction records. describe an organic reaction: reactants, conditions, products, and yield Reactants: resultant mixture, CN(S(=O)(=O)C1=CC=CC=C1)C1=CC=C(C=C1)C(C(F)(F)F)=O (N-Methyl-N-(4-trifluoroacetyl-phenyl)-benzenesulfonamide), COCN1C=NC=C1 (1-methoxymethyl-1H-imidazole), solution, C(CCC)[Li] (n-butyllithium), resultant mixture. Solvent: C1CCOC1 (THF), C1CCOC1 (THF), hexanes. Reaction conditions: time 14 hour. Product: CN(S(=O)(=O)C1=CC=CC=C1)C1=CC=C(C=C1)C(C(F)(F)F)(C=1N(C=CN1)COC)O (N-Methyl-N-{4-[2,2,2-trifluoro-1-hydroxy-1-(1-methoxymethyl-1H-imidazol-2-yl)-ethyl]-phenyl}-benzenesulfonamide). As a reaction SMILES: [CH3:1][O:2][CH2:3][N:4]1[CH:8]=[CH:7][N:6]=[CH:5]1.C([Li])CCC.[CH3:14][N:15]([C:25]1[CH:30]=[CH:29][C:28]([C:31](=[O:36])[C:32]([F:35])([F:34])[F:33])=[CH:27][CH:26]=1)[S:16]([C:19]1[CH:24]=[CH:23][CH:22]=[CH:21][CH:20]=1)(=[O:18])=[O:17]>C1COCC1>[CH3:14][N:15]([C:25]1[CH:30]=[CH:29][C:28]([C:31]([OH:36])([C:5]2[N:4]([CH2:3][O:2][CH3:1])[CH:8]=[CH:7][N:6]=2)[C:32]([F:34])([F:35])[F:33])=[CH:27][CH:26]=1)[S:16]([C:19]1[CH:20]=[CH:21][CH:22]=[CH:23][CH:24]=1)(=[O:18])=[O:17]. Reported procedure: To a solution of 55 mg (0.49 mmol) of 1-methoxymethyl-1H-imidazole in 5 ml of THF at −78° C. was added 0.20 ml (0.50 mmol) of a 2.5 M solution of n-butyllithium in hexanes and the resultant mixture was stirred at −78° C. for 30 mins. After this time, a solution of 160 mg (0.47 mmol) of N-methyl-N-(4-trifluoroacetyl-phenyl)-benzenesulfonamide (Example 22, Step A) in 2 ml of THF was added and the resultant mixture stirred at −78° C. for a further 2 h, and then at room temperature for 14 h. After t...